This data is from the Open Reaction Database (ORD), a public repository of structured organic reaction records. The task is: describe an organic reaction: reactants, conditions, products, and yield Starting materials: CC(=O)O[BH-](OC(C)=O)OC(C)=O, CCCC(C)COc1ccc(C(C=O)NC(=O)OC(C)(C)C)cc1, CN1CCNCC1, CC(Cl)Cl, [Na+], [Na+], O=C([O-])O. Product: CCCC(C)COc1ccc(C(CN2CCN(C)CC2)NC(=O)OC(C)(C)C)cc1. RXN SMILES: [C:32]([O:33][BH-:34]([O:35][C:36](=[O:37])[CH3:38])[O:39][C:40](=[O:41])[CH3:42])(=[O:43])[CH3:44].[CH3:1][CH:2]([CH2:3][O:4][c:5]1[cH:6][cH:7][c:8]([CH:11]([CH:12]=[O:13])[NH:14][C:15]([O:16][C:17]([CH3:18])([CH3:19])[CH3:20])=[O:21])[cH:9][cH:10]1)[CH2:22][CH2:23][CH3:24].[CH3:25][N:26]1[CH2:27][CH2:28][NH:29][CH2:30][CH2:31]1.[Cl:51][CH:52]([Cl:53])[CH3:54].[Na+:45].[Na+:50].[O-:46][C:47]([OH:48])=[O:49]>>[CH3:1][CH:2]([CH2:3][O:4][c:5]1[cH:6][cH:7][c:8]([CH:11]([CH2:12][N:29]2[CH2:28][CH2:27][N:26]([CH3:25])[CH2:31][CH2:30]2)[NH:14][C:15]([O:16][C:17]([CH3:18])([CH3:19])[CH3:20])=[O:21])[cH:9][cH:10]1)[CH2:22][CH2:23][CH3:24]. As a reaction SMILES: [CH2:17]1[O:18][CH2:19][CH2:20][CH2:21]1.[CH3:6][c:7]1[s:8][cH:9][cH:10][n:11]1.[Cl:12][Sn:13]([CH3:14])([CH3:15])[CH3:16].[Li:1][CH2:2][CH2:3][CH2:4][CH3:5]>>[CH3:6][c:7]1[s:8][c:9]([Sn:13]([CH3:14])([CH3:15])[CH3:16])[cH:10][n:11]1. Yields the product Cc1ncc([Sn](C)(C)C)s1. Reactants: C1CCOC1, Cc1nccs1, C[Sn](C)(C)Cl, [Li]CCCC. The reactants are BrC=1C=C2CCC(C2=CC1)C(C(=O)O)=C (2-(5-Bromo-2,3-dihydro-1H-inden-1-yl)acrylic Acid), C(C)(=S)O (thioacetic acid). Solvent: C(Cl)(Cl)Cl (CHCl3). Yields the product C(C)(=O)SCC(C(=O)O)C1CCC2=CC(=CC=C12)Br (3-(Acetylthio)-2-(5-bromo-2,3-dihydro-1H-inden-1-yl)propanoic Acid). RXN SMILES: [Br:1][C:2]1[CH:3]=[C:4]2[C:8](=[CH:9][CH:10]=1)[CH:7]([C:11](=[CH2:15])[C:12]([OH:14])=[O:13])[CH2:6][CH2:5]2.[C:16]([OH:19])(=[S:18])[CH3:17]>C(Cl)(Cl)Cl>[C:16]([S:18][CH2:15][CH:11]([CH:7]1[C:8]2[C:4](=[CH:3][C:2]([Br:1])=[CH:10][CH:9]=2)[CH2:5][CH2:6]1)[C:12]([OH:14])=[O:13])(=[O:19])[CH3:17]. Reported procedure: The ethylene compound obtained in Step E (48.83 mmol) is dissolved in 100 ml of CHCl3 and thioacetic acid (170.89 mmol, 3.5 eq.) is added. The mixture is stirred at reflux for 16 hours. The solvent and excess thioacetic acid are removed by evaporation under reduced pressure to yield the title compound in the form of four stereoisomers that can be separated into two enantiomer pairs: